This data is from the Open Reaction Database (ORD), a public repository of structured organic reaction records. The task is: describe an organic reaction: reactants, conditions, products, and yield Reactants: COC1=C(CC2=CN=C(O2)N)C=CC=C1 (5-(2-Methoxy-benzyl)-oxazol-2-ylamine), ClC(C=O)CC1=C(C=CC=C1)OC (2-chloro-3-(2-methoxylphenyl)-propionaldehyde), NC(=O)N (urea). Solvent: C(C)O (ethanol). Product: COC1=C(N)C=CC=C1 (2-methoxyaniline). RXN SMILES: [CH3:1][O:2][C:3]1[CH:15]=[CH:14][CH:13]=[CH:12][C:4]=1CC1OC(N)=NC=1.ClC(CC1C=CC=CC=1OC)C=O.[NH2:29]C(N)=O>C(O)C>[CH3:1][O:2][C:3]1[CH:15]=[CH:14][CH:13]=[CH:12][C:4]=1[NH2:29]. Procedure details: 5-(2-Methoxy-benzyl)-oxazol-2-ylamine A mixture of 2-chloro-3-(2-methoxylphenyl)-propionaldehyde (10 g, crude from above) and urea (9.6 g, 0.16 mol) was dissolved in ethanol (250 mL) and then heated at reflux overnight. The solvent was evaporated to dryness. The residue was diluted with dichloromethane (250 mL) and then washed with sodium hydroxide (10% aqueous solution, 100 mL) and water (50 mL). The organic layer was extracted three times with hydrochloric acid (5% aqueous solution, 250 mL). T... Reactants: NC1=NC=CC(=C1)NC(=O)C=1N(C2=CC=C(C=C2C1)F)CC1=CC(=CC=C1)F (N-[2-aminopyrid-4-yl]-5-fluoro-1-[(3-fluoro-phenyl)methyl]-1H-indole-2-carboxamide), BrCC(=O)C=1SC=CC1 (2-bromo-1-(thien-2-yl)ethanone). The solvent is C(C)#N (acetonitrile). Yields the product Compound 11, S1C(=CC=C1)C=1N=C2N(C=CC(=C2)NC(=O)C=2N(C3=CC=C(C=C3C2)F)CC2=CC(=CC=C2)F)C1 (N-[2-(Thien-2-yl)imidazo[1,2-a]pyrid-7-yl]-5-fluoro-1-[(3-fluorophenyl)methyl]-1H-indole-2-carboxamide). Isolated yield 20.6%. As a reaction SMILES: [NH2:1][C:2]1[CH:7]=[C:6]([NH:8][C:9]([C:11]2[N:12]([CH2:21][C:22]3[CH:27]=[CH:26][CH:25]=[C:24]([F:28])[CH:23]=3)[C:13]3[C:18]([CH:19]=2)=[CH:17][C:16]([F:20])=[CH:15][CH:14]=3)=[O:10])[CH:5]=[CH:4][N:3]=1.Br[CH2:30][C:31]([C:33]1[S:34][CH:35]=[CH:36][CH:37]=1)=O>C(#N)C>[S:34]1[CH:35]=[CH:36][CH:37]=[C:33]1[C:31]1[N:1]=[C:2]2[CH:7]=[C:6]([NH:8][C:9]([C:11]3[N:12]([CH2:21][C:22]4[CH:27]=[CH:26][CH:25]=[C:24]([F:28])[CH:23]=4)[C:13]4[C:18]([CH:19]=3)=[CH:17][C:16]([F:20])=[CH:15][CH:14]=4)=[O:10])[CH:5]=[CH:4][N:3]2[CH:30]=1. Reported procedure: Compound 11 was prepared according to a process similar to that described in step 10.2, by reacting 0.1 g (0.26 mmol) of N-[2-aminopyrid-4-yl]-5-fluoro-1-[(3-fluoro-phenyl)methyl]-1H-indole-2-carboxamide, prepared according to the protocol described in step 10.1, with 0.11 g (0.53 mmol) of 2-bromo-1-(thien-2-yl)ethanone in 4 mL of acetonitrile. 0.026 g of the expected product is thus obtained in the form of a beige-coloured solid.